This data is from the Open Reaction Database (ORD), a public repository of structured organic reaction records. The task is: describe an organic reaction: reactants, conditions, products, and yield Reactants: Brc1ccc(OCCN2CCCC2)cc1, CCOCC, CCO, [Na+], [Na+], O=C([O-])[O-], CC(Oc1ccc(B(O)O)cc1)C(O)CCc1cccnc1, c1ccc(P(c2ccccc2)(c2ccccc2)[Pd](P(c2ccccc2)(c2ccccc2)c2ccccc2)(P(c2ccccc2)(c2ccccc2)c2ccccc2)P(c2ccccc2)(c2ccccc2)c2ccccc2)cc1. As a reaction SMILES: [Br:23][c:24]1[cH:25][cH:26][c:27]([O:28][CH2:29][CH2:30][N:31]2[CH2:32][CH2:33][CH2:34][CH2:35]2)[cH:36][cH:37]1.[CH3:44][CH2:45][O:46][CH2:47][CH3:48].[CH3:49][CH2:50][OH:51].[Na+:38].[Na+:39].[O-:40][C:41](=[O:42])[O-:43].[OH:1][CH:2]([CH:3]([O:4][c:5]1[cH:6][cH:7][c:8]([B:11]([OH:12])[OH:13])[cH:9][cH:10]1)[CH3:14])[CH2:15][CH2:16][c:17]1[cH:18][n:19][cH:20][cH:21][cH:22]1.[cH:52]1[cH:53][cH:54][c:55]([P:56]([Pd:57]([P:58]([c:59]2[cH:60][cH:61][cH:62][cH:63][cH:64]2)([c:65]2[cH:66][cH:67][cH:68][cH:69][cH:70]2)[c:71]2[cH:72][cH:73][cH:74][cH:75][cH:76]2)([P:77]([c:78]2[cH:79][cH:80][cH:81][cH:82][cH:83]2)([c:84]2[cH:85][cH:86][cH:87][cH:88][cH:89]2)[c:90]2[cH:91][cH:92][cH:93][cH:94][cH:95]2)[P:96]([c:97]2[cH:98][cH:99][cH:100][cH:101][cH:102]2)([c:103]2[cH:104][cH:105][cH:106][cH:107][cH:108]2)[c:109]2[cH:110][cH:111][cH:112][cH:113][cH:114]2)([c:115]2[cH:116][cH:117][cH:118][cH:119][cH:120]2)[c:121]2[cH:122][cH:123][cH:124][cH:125][cH:126]2)[cH:127][cH:128]1>>[OH:1][CH:2]([CH:3]([O:4][c:5]1[cH:6][cH:7][c:8](-[c:24]2[cH:25][cH:26][c:27]([O:28][CH2:29][CH2:30][N:31]3[CH2:32][CH2:33][CH2:34][CH2:35]3)[cH:36][cH:37]2)[cH:9][cH:10]1)[CH3:14])[CH2:15][CH2:16][c:17]1[cH:18][n:19][cH:20][cH:21][cH:22]1. Yields the product CC(Oc1ccc(-c2ccc(OCCN3CCCC3)cc2)cc1)C(O)CCc1cccnc1. As a reaction SMILES: [NH:1]1[C:5]2[CH:6]=[C:7]([C:10]3[O:14][C:13]([SH:15])=[N:12][N:11]=3)[CH:8]=[CH:9][C:4]=2[N:3]=[CH:2]1.[CH3:16][C:17]1[CH:24]=[C:23]([CH3:25])[CH:22]=[C:21]([CH3:26])[C:18]=1[CH2:19]Br>CCO>[CH3:16][C:17]1[CH:24]=[C:23]([CH3:25])[CH:22]=[C:21]([CH3:26])[C:18]=1[CH2:19][S:15][C:13]1[O:14][C:10]([C:7]2[CH:8]=[CH:9][C:4]3[NH:3][CH:2]=[N:1][C:5]=3[CH:6]=2)=[N:11][N:12]=1. Procedure details: 1 (0.33 g, 1.5 mmol), TEA (0.209 mL, 1.5 mmol) and 2,4,6-Trimethylbenzylbromide (0.253 g, 1.5 mmol) were dissolved in 10 mL of EtOH and kept under reflux overnight. The solvent was removed and the remaining oil was purified by flash-chromatography on silica gel, applying a CHCl3/MeOH gradient. Run in CCO (EtOH). Product: CC1=C(CSC2=NN=C(O2)C2=CC3=C(NC=N3)C=C2)C(=CC(=C1)C)C (5-(5-(2,4,6 Trimethylbenzylthio)-1,3,4-oxadiazol-2-yl)-1H-benzo[d]imidazole). Starting materials: N1C=NC2=C1C=C(C=C2)C2=NN=C(O2)S (5-(1H-benzo[d]imidazol-6-yl)-1,3,4-oxadiazole-2-thiol), TEA, CC1=C(CBr)C(=CC(=C1)C)C (2,4,6-Trimethylbenzylbromide). Starting materials: C1(CC1)C=1C(=CC(=NC1)C(=O)O)O[C@H](C(F)(F)F)C (5-Cyclopropyl-4-((S)-2,2,2-trifluoro-1-methyl-ethoxy)-pyridine-2-carboxylic acid), NC(C#N)C1(COC1)C (2-amino-2-(3-methyloxetan-3-yl)acetonitrile). Product: C(#N)C(NC(=O)C1=NC=C(C(=C1)O[C@H](C(F)(F)F)C)C1CC1)C1(COC1)C (N-[cyano-(3-methyloxetan-3-yl)methyl]-5-cyclopropyl-4-[(1S)-2,2,2-trifluoro-1-methyl-ethoxy]pyridine-2-carboxamide). RXN SMILES: [CH:1]1([C:4]2[C:5]([O:13][C@@H:14]([CH3:19])[C:15]([F:18])([F:17])[F:16])=[CH:6][C:7]([C:10]([OH:12])=O)=[N:8][CH:9]=2)[CH2:3][CH2:2]1.[NH2:20][CH:21]([C:24]1([CH3:28])[CH2:27][O:26][CH2:25]1)[C:22]#[N:23]>>[C:22]([CH:21]([C:24]1([CH3:28])[CH2:27][O:26][CH2:25]1)[NH:20][C:10]([C:7]1[CH:6]=[C:5]([O:13][C@@H:14]([CH3:19])[C:15]([F:18])([F:17])[F:16])[C:4]([CH:1]2[CH2:2][CH2:3]2)=[CH:9][N:8]=1)=[O:12])#[N:23]. Procedure: The title compound was synthesized in analogy to Example 112e, using 5-Cyclopropyl-4-((S)-2,2,2-trifluoro-1-methyl-ethoxy)-pyridine-2-carboxylic acid (example 68a) and 2-amino-2-(3-methyloxetan-3-yl)acetonitrile (example 251b) as starting materials and isolated (180 mg, 83%); MS (ESI, m/z): 384.6 (M+H+). The reactants are C(C1=CC=CC=C1)OP(=O)(OCC1=CC=CC=C1)OCCCOCC(C(=O)OC(C)(C)C)(C)C (tert-Butyl 3-(3-((bis(benzyloxy)phosphoryl)oxy)propoxy)-2,2-dimethylpropanoate), C(=O)(C(F)(F)F)O (TFA). Run in C(Cl)Cl (DCM). Reaction conditions: time 4 hour. Yields the product C(C1=CC=CC=C1)OP(=O)(OCC1=CC=CC=C1)OCCCOCC(C(=O)O)(C)C (3-(3-((Bis(benzyloxy)phosphoryl)oxy)propoxy)-2,2-dimethylpropanoic acid). Yield: 66.1%. As a reaction SMILES: [CH2:1]([O:8][P:9]([O:19][CH2:20][CH2:21][CH2:22][O:23][CH2:24][C:25]([CH3:34])([CH3:33])[C:26]([O:28]C(C)(C)C)=[O:27])([O:11][CH2:12][C:13]1[CH:18]=[CH:17][CH:16]=[CH:15][CH:14]=1)=[O:10])[C:2]1[CH:7]=[CH:6][CH:5]=[CH:4][CH:3]=1.C(O)(C(F)(F)F)=O>C(Cl)Cl>[CH2:1]([O:8][P:9]([O:19][CH2:20][CH2:21][CH2:22][O:23][CH2:24][C:25]([CH3:34])([CH3:33])[C:26]([OH:28])=[O:27])([O:11][CH2:12][C:13]1[CH:14]=[CH:15][CH:16]=[CH:17][CH:18]=1)=[O:10])[C:2]1[CH:3]=[CH:4][CH:5]=[CH:6][CH:7]=1. Procedure details: To a stirred solution of tert-butyl 3-(3-((bis(benzyloxy)phosphoryl)oxy)propoxy)-2,2-dimethylpropanoate (54) (1.76 g, 3.57 mmol) in DCM (30 mL) was added TFA (1.38 mL, 17.9 mmol), and the reaction was allowed to stir at RT for 4 h. The volatiles were removed in vacuo and the crude product was purified by silica gel chromatography (40 g, 0-30% EtOAc in isohexane (+1% AcOH)) to afford 3-(3-((bis(benzyloxy)phosphoryl)oxy)propoxy)-2,2-dimethylpropanoic acid (55) (1.03 g, 58%) as a colourless oil: m/... The reactants are COC(CCCC(CC=CC(=CCO)C)C)(C)C (11-methoxy-3,7,11-trimethyldodeca-2,4-dien-1-ol), P(Br)(Br)Br (phosphorus tribromide), ice water. The solvent is CCOCC (ether), CCOCC (ether). Conditions: time 3 hour. Product: COC(CCCC(CC=CC(=CCBr)C)C)(C)C (11-methoxy-3,7,11-trimethyldodeca-2,4-dienyl bromide). RXN SMILES: [CH3:1][O:2][C:3]([CH3:18])([CH3:17])[CH2:4][CH2:5][CH2:6][CH:7]([CH3:16])[CH2:8][CH:9]=[CH:10][C:11]([CH3:15])=[CH:12][CH2:13]O.P(Br)(Br)[Br:20]>CCOCC>[CH3:1][O:2][C:3]([CH3:18])([CH3:17])[CH2:4][CH2:5][CH2:6][CH:7]([CH3:16])[CH2:8][CH:9]=[CH:10][C:11]([CH3:15])=[CH:12][CH2:13][Br:20]. Procedure: To a solution of 1.90 g. of 11-methoxy-3,7,11-trimethyldodeca-2,4-dien-1-ol in 20 ml. of ether is added a solution of 0.80 g. of phosphorus tribromide in 10 ml. of ether, under nitrogen, with stirring at -50°. The reaction mixture is stirred for three hours at -60° to -40° and then poured into ice water, which is then washed with sodium bicarbonate solution water and brine, dried over calcium sulfate and evaporated under reduced pressure to yield 11-methoxy-3,7,11-trimethyldodeca-2,4-dienyl brom... Run in O1CCCC1 (tetrahydrofuran). The product is C(C1=CC=CC=C1)(=O)O[C@H]1[C@H](OC2=CC(=CC=C2)NC(C(F)(F)F)=O)O[C@@H]([C@H]1OC(C1=CC=CC=C1)=O)COC(C1=CC=CC=C1)=O (3-trifluoroacetamidophenyl 2,3,5-tri-O-benzoyl-β-D-ribofuranoside). Reaction conditions: time 7 day. Starting materials: C(C)(=O)O[C@H]1[C@H](OC(C2=CC=CC=C2)=O)[C@H](OC(C2=CC=CC=C2)=O)[C@H](O1)COC(C1=CC=CC=C1)=O (1-O-acetyl-2,3,5-tri-O-benzoyl-β-D-ribofuranose), FC(C(=O)NC=1C=C(C=CC1)O)(F)F (3-trifluoroacetamidophenol), B(F)(F)F (boron trifluoride), ClCCl (dichloromethane). Isolated yield 25.8%. Reported procedure: A solution of 1-O-acetyl-2,3,5-tri-O-benzoyl-β-D-ribofuranose (500 mg, 0.99 mmol), 3-trifluoroacetamidophenol (407 mg, 1.98 mmol) from Stage 1 and boron trifluoride diethyletherate (1.41 g, 9.93 mmol, 1.25 ml) in a mixture of dry dichloromethane (10 ml) and dry tetrahydrofuran (30 ml) was stirred at room temperature under argon for 7 days. Work-up as in Stage 1 of Example 1 and purification by flash chromatography on silica gel (2% acetone in toluene as eluant) gave the title compound as a colou... RXN SMILES: C(O[C@@H:5]1[O:27][C@H:26]([CH2:28][O:29][C:30](=[O:37])[C:31]2[CH:36]=[CH:35][CH:34]=[CH:33][CH:32]=2)[C@@H:16]([O:17][C:18](=[O:25])[C:19]2[CH:24]=[CH:23][CH:22]=[CH:21][CH:20]=2)[C@H:6]1[O:7][C:8](=[O:15])[C:9]1[CH:14]=[CH:13][CH:12]=[CH:11][CH:10]=1)(=O)C.[F:38][C:39]([F:51])([F:50])[C:40]([NH:42][C:43]1[CH:44]=[C:45]([OH:49])[CH:46]=[CH:47][CH:48]=1)=[O:41].B(F)(F)F.ClCCl>O1CCCC1>[C:8]([O:7][C@@H:6]1[C@H:16]([O:17][C:18](=[O:25])[C:19]2[CH:24]=[CH:23][CH:22]=[CH:21][CH:20]=2)[C@@H:26]([CH2:28][O:29][C:30](=[O:37])[C:31]2[CH:32]=[CH:33][CH:34]=[CH:35][CH:36]=2)[O:27][C@H:5]1[O:49][C:45]1[CH:46]=[CH:47][CH:48]=[C:43]([NH:42][C:40](=[O:41])[C:39]([F:50])([F:51])[F:38])[CH:44]=1)(=[O:15])[C:9]1[CH:14]=[CH:13][CH:12]=[CH:11][CH:10]=1. Reactants: C[O-], CCO, Cc1ccccc1, I, CN1CC=[SH]C1=N, [Na+], S=C=Nc1ccccc1. RXN SMILES: [CH3:1][O-:2].[CH3:21][CH2:22][OH:23].[CH3:24][c:25]1[cH:26][cH:27][cH:28][cH:29][cH:30]1.[IH:4].[NH:5]=[C:6]1[SH:7]=[CH:8][CH2:9][N:10]1[CH3:11].[Na+:3].[c:12]1([N:18]=[C:19]=[S:20])[cH:13][cH:14][cH:15][cH:16][cH:17]1>>[N:5](=[C:6]1[SH:7]=[CH:8][CH2:9][N:10]1[CH3:11])[C:19]([NH:18][c:12]1[cH:13][cH:14][cH:15][cH:16][cH:17]1)=[S:20]. Product: CN1CC=[SH]C1=NC(=S)Nc1ccccc1.